Dataset: the Open Reaction Database (ORD), a public repository of structured organic reaction records. Task: describe an organic reaction: reactants, conditions, products, and yield Starting materials: O=C([O-])[O-], Oc1ccc(Cl)c(Cl)c1, [K+], [K+], CCOC(=O)Cc1cccc(Cl)c1[N+](=O)[O-]. As a reaction SMILES: [C:26](=[O:27])([O-:28])[O-:29].[Cl:17][c:18]1[cH:19][c:20]([OH:25])[cH:21][cH:22][c:23]1[Cl:24].[K+:30].[K+:31].[N+:1](=[O:2])([O-:3])[c:4]1[c:5]([CH2:11][C:12](=[O:13])[O:14][CH2:15][CH3:16])[cH:6][cH:7][cH:8][c:9]1[Cl:10]>>[N+:1](=[O:2])([O-:3])[c:4]1[c:5]([CH2:11][C:12](=[O:13])[O:14][CH2:15][CH3:16])[cH:6][cH:7][cH:8][c:9]1[O:25][c:20]1[cH:19][c:18]([Cl:17])[c:23]([Cl:24])[cH:22][cH:21]1. Product: CCOC(=O)Cc1cccc(Oc2ccc(Cl)c(Cl)c2)c1[N+](=O)[O-]. Reactants: Cl (hydrochloric acid), IC1=CC(=NC=C1OC1OCCCC1)OC (4-iodo-2-methoxy-5-(tetrahydro-2H-pyran-2-yloxy)pyridine). Solvent: O1CCOCC1 (dioxane), O (water). Conditions: time 2 hour. Product: IC1=C(C=NC(=C1)OC)O (4-Iodo-6-methoxypyridin-3-ol). Reaction SMILES: Cl.[I:2][C:3]1[C:8]([O:9]C2CCCCO2)=[CH:7][N:6]=[C:5]([O:16][CH3:17])[CH:4]=1>O1CCOCC1.O>[I:2][C:3]1[CH:4]=[C:5]([O:16][CH3:17])[N:6]=[CH:7][C:8]=1[OH:9]. Procedure: 50 ml (3 molar, 150 mmol) of hydrochloric acid were added to a solution of 25.1 g (purity 82%, 61.3 mmol) of 4-iodo-2-methoxy-5-(tetrahydro-2H-pyran-2-yloxy)pyridine in 50 ml of dioxane and 50 ml of water, and the mixture was stirred at RT for 2 h. The reaction mixture was then filtered and the precipitate was rinsed with water and dried under high vacuum. Yield: 13.5 g (purity 93%, 81% of theory) Reactants: C(=S)(Cl)Cl (Thiophosgene), C([O-])([O-])=O.[Ca+2] (calcium carbonate), C(C1=CC=CC=C1)OC1=CC=C(N)C=C1 (p-benzyloxyaniline). The solvent is ClCCl (dichloromethane), O (water), ClCCl (dichloromethane). Conditions: temperature 15 celsius, time 4 hour. The product is C(C1=CC=CC=C1)OC1=CC=C(C=C1)N=C=S (4-benzyloxyphenylisothiocyanate). As a reaction SMILES: [C:1](Cl)(Cl)=[S:2].C(=O)([O-])[O-].[Ca+2].[CH2:10]([O:17][C:18]1[CH:24]=[CH:23][C:21]([NH2:22])=[CH:20][CH:19]=1)[C:11]1[CH:16]=[CH:15][CH:14]=[CH:13][CH:12]=1>ClCCl.O>[CH2:10]([O:17][C:18]1[CH:19]=[CH:20][C:21]([N:22]=[C:1]=[S:2])=[CH:23][CH:24]=1)[C:11]1[CH:12]=[CH:13][CH:14]=[CH:15][CH:16]=1 |f:1.2|. Procedure: Thiophosgene (12.63 g) was added at 0° C. to a stirred suspension of calcium carbonate (11.05 g) in a mixture of dichloromethane (100 ml) and water (100 ml). A solution of p-benzyloxyaniline (16.5 g) in dichloromethane (100 ml) was added dropwise at 0° C. over 30 minutes. The mixture was stirred for four hours at 15° C. The organic layer was separated, dried and the solvent removed by evaporation to give a residue which was extracted into boiling hexane to give 4-benzyloxyphenylisothiocyanate (m... Starting materials: N1C=CC=2C1=C(N=CC2)NC(C)=O (N-(1H-pyrrolo[2,3-c]pyridin-7-yl)acetamide), C(#N)C1=CC(=C(C(=O)Cl)C(=C1)Cl)Cl (4-cyano-2,6-dichloro benzoyl chloride). Product: ClC1=C(C(=O)C2=CNC3=C(N=CC=C32)NC(C)=O)C(=CC(=C1)C#N)Cl (N-[3-(2,6-Dichloro-4-cyanobenzoyl)-1H-pyrrolo[2,3-c]pyridin-7-yl]acetamide). Reaction SMILES: [NH:1]1[C:5]2=[C:6]([NH:10][C:11](=[O:13])[CH3:12])[N:7]=[CH:8][CH:9]=[C:4]2[CH:3]=[CH:2]1.[C:14]([C:16]1[CH:24]=[C:23]([Cl:25])[C:19]([C:20](Cl)=[O:21])=[C:18]([Cl:26])[CH:17]=1)#[N:15]>>[Cl:25][C:23]1[CH:24]=[C:16]([C:14]#[N:15])[CH:17]=[C:18]([Cl:26])[C:19]=1[C:20]([C:3]1[C:4]2[C:5](=[C:6]([NH:10][C:11](=[O:13])[CH3:12])[N:7]=[CH:8][CH:9]=2)[NH:1][CH:2]=1)=[O:21]. Reported procedure: N-[3-(2,6-Dichloro-4-cyanobenzoyl)-1H-pyrrolo[2,3-c]pyridin-7-yl]acetamide (Compound No. 21) was prepared from N-(1H-pyrrolo[2,3-c]pyridin-7-yl)acetamide and 4-cyano-2,6-dichloro benzoyl chloride. Product: CN(C)C(=O)Cn1ccn2nccc12. As a reaction SMILES: [CH2:1]([O:2][C:4](=[O:5])[CH2:6][n:7]1[cH:8][cH:9][n:10]2[n:11][cH:12][cH:13][c:14]12)[CH3:3].[CH3:15][NH:16][CH3:17].[CH3:18][CH2:19][OH:20]>>[C:4](=[O:5])([CH2:6][n:7]1[cH:8][cH:9][n:10]2[n:11][cH:12][cH:13][c:14]12)[N:16]([CH3:15])[CH3:17]. The reactants are CCOC(=O)Cn1ccn2nccc12, CNC, CCO.